Dataset: the Open Reaction Database (ORD), a public repository of structured organic reaction records. Task: describe an organic reaction: reactants, conditions, products, and yield Starting materials: OCCCBr, CS(C)=O, COc1ccc(O)cc1, Cl, [Na+], [OH-]. Yields the product COc1ccc(OCCCO)cc1. As a reaction SMILES: [Br:10][CH2:11][CH2:12][CH2:13][OH:14].[CH3:18][S:19]([CH3:20])=[O:21].[CH3:1][O:2][c:3]1[cH:4][cH:5][c:6]([OH:9])[cH:7][cH:8]1.[ClH:17].[Na+:16].[OH-:15]>>[CH3:1][O:2][c:3]1[cH:4][cH:5][c:6]([O:9][CH2:11][CH2:12][CH2:13][OH:14])[cH:7][cH:8]1. Starting materials: ClC1=CC=C(CNC(=O)C=2C(C3=C(N(C2)C)C(=C(S3)CCl)C)=O)C=C1 (N-(4-chlorobenzyl)-2-(chloromethyl)-3,4-dimethyl-7-oxo-4,7-dihydrothieno[3,2-b]pyridine-6-carboxamide), OC(CNC)C=1C=C(C=CC1)NC(C)=O (N-{3-[1-hydroxy-2-(methylamino)ethyl]phenyl}acetamide), C(C)(C)N(CC)C(C)C (diisopropylethylamine). Solvent: CN(C)C=O (DMF). Reaction conditions: temperature 60 celsius, time 6 hour. Yields the product C(C)(=O)NC=1C=C(C=CC1)C(CN(C)CC1=C(C=2N(C=C(C(C2S1)=O)C(=O)NCC1=CC=C(C=C1)Cl)C)C)O (2-{[{2-[3-(acetylamino)phenyl]-2-hydroxyethyl}(methyl)amino]methyl}-N-(4-chlorobenzyl)-3,4-dimethyl-7-oxo-4,7-dihydrothieno[3,2-b]pyridine-6-carboxamide). Isolated yield 43.7%. RXN SMILES: [Cl:1][C:2]1[CH:25]=[CH:24][C:5]([CH2:6][NH:7][C:8]([C:10]2[C:11](=[O:23])[C:12]3[S:19][C:18]([CH2:20]Cl)=[C:17]([CH3:22])[C:13]=3[N:14]([CH3:16])[CH:15]=2)=[O:9])=[CH:4][CH:3]=1.[OH:26][CH:27]([C:31]1[CH:32]=[C:33]([NH:37][C:38](=[O:40])[CH3:39])[CH:34]=[CH:35][CH:36]=1)[CH2:28][NH:29][CH3:30].C(N(C(C)C)CC)(C)C>CN(C=O)C>[C:38]([NH:37][C:33]1[CH:32]=[C:31]([CH:27]([OH:26])[CH2:28][N:29]([CH2:20][C:18]2[S:19][C:12]3[C:11](=[O:23])[C:10]([C:8]([NH:7][CH2:6][C:5]4[CH:24]=[CH:25][C:2]([Cl:1])=[CH:3][CH:4]=4)=[O:9])=[CH:15][N:14]([CH3:16])[C:13]=3[C:17]=2[CH3:22])[CH3:30])[CH:36]=[CH:35][CH:34]=1)(=[O:40])[CH3:39]. Procedure details: A mixture of N-(4-chlorobenzyl)-2-(chloromethyl)-3,4-dimethyl-7-oxo-4,7-dihydrothieno[3,2-b]pyridine-6-carboxamide (100 mg, 0.25 mmol), N-{3-[1-hydroxy-2-(methylamino)ethyl]phenyl}acetamide (Preparation 45) (79 mg, 0.38 mmol) and diisopropylethylamine (67 μL, 0.38 mmol) in dry DMF (5 mL) was heated to 60° C., becoming a solution. The reaction was stirred for 6 hours at that temperature. After cooling to room temperature, the solution was concentrated under high vacuum. The oil residue was purifi... The reactants are O=C(Cl)c1ccccc1, COP1Oc2ccccc2-c2ccccc21, CCl, Cc1ccccc1. Product: O=C(c1ccccc1)P1(=O)Oc2ccccc2-c2ccccc21. As a reaction SMILES: [C:1]([c:2]1[cH:3][cH:4][cH:5][cH:6][cH:7]1)(=[O:8])[Cl:9].[CH3:10][O:11][P:12]1[O:13][c:14]2[c:15]([cH:22][cH:23][cH:24][cH:25]2)-[c:16]2[c:17]1[cH:18][cH:19][cH:20][cH:21]2.[CH3:26][Cl:27].[CH3:28][c:29]1[cH:30][cH:31][cH:32][cH:33][cH:34]1>>[C:1]([c:2]1[cH:3][cH:4][cH:5][cH:6][cH:7]1)(=[O:8])[P:12]1(=[O:11])[O:13][c:14]2[c:15]([cH:22][cH:23][cH:24][cH:25]2)-[c:16]2[c:17]1[cH:18][cH:19][cH:20][cH:21]2. Starting materials: C(C1=CC=CC=C1)(=S)N (Thiobenzamide), BrCC(=O)C1=CC2=CC=C(C=C2C=C1)OC (2-bromo-1-(6-methoxy-2-naphthyl)ethanone). Run in C(C)O (ethanol). Yields the product COC=1C=C2C=CC(=CC2=CC1)C=1N=C(SC1)C1=CC=CC=C1 (4-(6-methoxy-2-naphthyl)-2-phenyl-1,3-thiazole). Yield: 88.1%. Reaction SMILES: [C:1]([NH2:9])(=[S:8])[C:2]1[CH:7]=[CH:6][CH:5]=[CH:4][CH:3]=1.Br[CH2:11][C:12]([C:14]1[CH:23]=[CH:22][C:21]2[C:16](=[CH:17][CH:18]=[C:19]([O:24][CH3:25])[CH:20]=2)[CH:15]=1)=O>C(O)C>[CH3:25][O:24][C:19]1[CH:20]=[C:21]2[C:16](=[CH:17][CH:18]=1)[CH:15]=[C:14]([C:12]1[N:9]=[C:1]([C:2]3[CH:7]=[CH:6][CH:5]=[CH:4][CH:3]=3)[S:8][CH:11]=1)[CH:23]=[CH:22]2. Reported procedure: Thiobenzamide (447 mg, 3.26 mmol) was added under nitrogen to a solution of (2-bromo-1-(6-methoxy-2-naphthyl)ethanone (906 mg, 3.25 mmol), prepared in the previous step, in 25 mL of absolute ethanol at approximately 70° C. After the addition the reaction was refluxed for 2 h. The solid was collected by filtration, rinsed with absolute ethanol and dried under reduced pressure to give 4-(6-methoxy-2-naphthyl)-2-phenyl-1,3-thiazole (909 mg, 88%) as a white solid, mp 191-193° C. Elemental Analysis f... Reactants: C[O-].[Na+] (sodium methoxide), C[O-].[Na+] (sodium methoxide), ClCC1=NN=C(O1)C1=CC=C(C=C1)C1=CC(=CC(=C1C)F)C(=O)NC1CC1 (4′-[5-(chloromethyl)-1,3,4-oxadiazol-2-yl]-N-cyclopropyl-5-fluoro-6-methyl-1,1′-biphenyl-3-carboxamide), ClCC1=NN=C(O1)C1=CC=C(C=C1)C1=CC(=CC(=C1C)F)C(=O)NC1CC1 (4′-[5-(chloromethyl)-1,3,4-oxadiazol-2-yl]-N-cyclopropyl-5-fluoro-6-methyl-1,1′-biphenyl-3-carboxamide). Solvent: CO (methanol), CO (methanol), CO (methanol). Conditions: time 18 hour. The product is C1(CC1)NC(=O)C=1C=C(C(=C(C1)F)C)C1=CC=C(C=C1)C=1OC(=NN1)COC (N-cyclopropyl-5-fluoro4′-[5-(methoxymethyl)-1,3,4-oxadiazol-2-yl]-6-methyl-1,1′-biphenyl-3-carboxamide). Reaction SMILES: [CH3:1][O-:2].[Na+].Cl[CH2:5][C:6]1[O:10][C:9]([C:11]2[CH:16]=[CH:15][C:14]([C:17]3[C:22]([CH3:23])=[C:21]([F:24])[CH:20]=[C:19]([C:25]([NH:27][CH:28]4[CH2:30][CH2:29]4)=[O:26])[CH:18]=3)=[CH:13][CH:12]=2)=[N:8][N:7]=1>CO>[CH:28]1([NH:27][C:25]([C:19]2[CH:18]=[C:17]([C:14]3[CH:15]=[CH:16][C:11]([C:9]4[O:10][C:6]([CH2:5][O:2][CH3:1])=[N:7][N:8]=4)=[CH:12][CH:13]=3)[C:22]([CH3:23])=[C:21]([F:24])[CH:20]=2)=[O:26])[CH2:30][CH2:29]1 |f:0.1|. Procedure: Freshly prepared sodium methoxide in methanol (0.2M, 0.8 ml) was added to a solution of (4′-[5-chloromethyl)-1,3,4-oxadiazol-2-yl]-N-cyclopropyl-5-fluoro-6-methyl-1,1′-biphenyl-3-carboxamide (Intermediate 34) (50 mg) in methanol (1 ml) and the reaction stirred at room temperature for 18 hours. Further sodium methoxide in methanol (0.2M, 1.6 ml) was added and the reaction continued for 72 hours. The reaction was reduced to dryness under vacuum and the residue partitioned between ethyl acetate and...